This data is from the Open Reaction Database (ORD), a public repository of structured organic reaction records. The task is: describe an organic reaction: reactants, conditions, products, and yield Reactants: CCO, CCc1cc2c(c(Cl)c1OC)OC(C(F)(F)F)C(C(=O)OC)=C2, Cl, [Li+], C1CCOC1, [OH-], O. Yields the product CCc1cc2c(c(Cl)c1OC)OC(C(F)(F)F)C(C(=O)O)=C2. Reaction SMILES: [CH3:26][CH2:27][OH:28].[Cl:1][c:2]1[c:3]([O:22][CH3:23])[c:4]([CH2:20][CH3:21])[cH:5][c:6]2[c:11]1[O:10][CH:9]([C:12]([F:13])([F:14])[F:15])[C:8]([C:16](=[O:17])[O:18][CH3:19])=[CH:7]2.[ClH:29].[Li+:24].[O:30]1[CH2:31][CH2:32][CH2:33][CH2:34]1.[OH-:25].[OH2:35]>>[Cl:1][c:2]1[c:3]([O:22][CH3:23])[c:4]([CH2:20][CH3:21])[cH:5][c:6]2[c:11]1[O:10][CH:9]([C:12]([F:13])([F:14])[F:15])[C:8]([C:16](=[O:17])[OH:18])=[CH:7]2. Starting materials: BrC1=C(C(=CN1S(=O)(=O)C1=CC=CC=C1)C(=O)OC)CC (methyl 5-bromo-4-ethyl-1-(phenylsulfonyl)-1H-pyrrole-3-carboxylate), solution, [H-].C(C(C)C)[Al+]CC(C)C (diisobutylaluminum hydride). The solvent is C1(=CC=CC=C1)C (toluene). Yields the product BrC1=C(C(=CN1S(=O)(=O)C1=CC=CC=C1)CO)CC ([5-Bromo-4-ethyl-1-(phenylsulfonyl)-1H-pyrrol-3-yl]methanol). Yield: 88.1%. As a reaction SMILES: [Br:1][C:2]1[N:6]([S:7]([C:10]2[CH:15]=[CH:14][CH:13]=[CH:12][CH:11]=2)(=[O:9])=[O:8])[CH:5]=[C:4]([C:16](OC)=[O:17])[C:3]=1[CH2:20][CH3:21].[H-].C([Al+]CC(C)C)C(C)C>C1(C)C=CC=CC=1>[Br:1][C:2]1[N:6]([S:7]([C:10]2[CH:15]=[CH:14][CH:13]=[CH:12][CH:11]=2)(=[O:9])=[O:8])[CH:5]=[C:4]([CH2:16][OH:17])[C:3]=1[CH2:20][CH3:21] |f:1.2|. Reported procedure: Using methyl 5-bromo-4-ethyl-1-(phenylsulfonyl)-1H-pyrrole-3-carboxylate (1.35 g) and a 1.5 mol/L solution (7.5 mL) of diisobutylaluminum hydride in toluene, a procedure as in Reference Example 5 was performed to give the title compound as a brown oil (yield 1.10 g, 88%). Product: ClC(C(=O)OCC)CC1=CC=C(C=C1)OCC(C1=CC=CC=C1)(C)C (ethyl 2-chloro-3-[4-(2,2-dimethyl-2-phenylethyloxy)phenyl]propionate). Reported procedure: In 150 ml of acetone is dissolved 16.8 g of 4-(2,2-dimethyl-2-phenylethyloxy)aniline and, under cooling with ice and stirring, 20 ml of hydrochloric acid, a solution of 6 g sodium nitrite in 20 ml water, 75 ml of ethyl acrylate and 0.3 g of finely divided cuprous oxide are added in the order mentioned. The mixture is stirred at 10° C for 30 minutes and at room temperature for 2 hours. After the reaction has been completed, the reaction mixture is concentrated under reduced pressure and extracted... The solvent is O (water), C(C=C)(=O)OCC (ethyl acrylate). Starting materials: Cl (hydrochloric acid), N(=O)[O-].[Na+] (sodium nitrite), cuprous oxide, CC(COC1=CC=C(N)C=C1)(C1=CC=CC=C1)C (4-(2,2-dimethyl-2-phenylethyloxy)aniline), CC(=O)C (acetone). As a reaction SMILES: [CH3:1][C:2]([CH3:18])([C:12]1[CH:17]=[CH:16][CH:15]=[CH:14][CH:13]=1)[CH2:3][O:4][C:5]1[CH:11]=[CH:10][C:8](N)=[CH:7][CH:6]=1.[ClH:19].N([O-])=O.[Na+].C[C:25]([CH3:27])=[O:26]>O.C(OCC)(=O)C=C>[Cl:19][CH:2]([CH2:1][C:8]1[CH:10]=[CH:11][C:5]([O:4][CH2:3][C:2]([CH3:18])([CH3:1])[C:12]2[CH:17]=[CH:16][CH:15]=[CH:14][CH:13]=2)=[CH:6][CH:7]=1)[C:3]([O:26][CH2:25][CH3:27])=[O:4] |f:2.3|. Reactants: crude product, C(C)(C)(C)OC(NC1=C(C=C(C(=C1)C)Cl)N)=O ((2-amino-4-chloro-5-methyl-phenyl)-carbamic acid tert-butyl ester), C(C)(C)(C)OC(CC(=O)C1=CC(=CC=C1)C1=NC(=NC(=C1)C)N)=O (3-[3-(2-amino-6-methyl-pyrimidin-4-yl)-phenyl]-3-oxo-propionic acid tert-butyl ester). Product: NC1=NC(=CC(=N1)C=1C=C(C=CC1)C1=NC2=C(NC(C1)=O)C=C(C(=C2)C)Cl)C (4-[3-(2-Amino-6-methyl-pyrimidin-4-yl)-phenyl]-8-chloro-7-methyl-1,3-dihydro-benzo[b][1,4]diazepin-2-one), solid. As a reaction SMILES: C(OC(=O)[NH:7][C:8]1[CH:13]=[C:12]([CH3:14])[C:11]([Cl:15])=[CH:10][C:9]=1[NH2:16])(C)(C)C.C(O[C:23](=[O:41])[CH2:24][C:25]([C:27]1[CH:32]=[CH:31][CH:30]=[C:29]([C:33]2[CH:38]=[C:37]([CH3:39])[N:36]=[C:35]([NH2:40])[N:34]=2)[CH:28]=1)=O)(C)(C)C>>[NH2:40][C:35]1[N:34]=[C:33]([C:29]2[CH:28]=[C:27]([C:25]3[CH2:24][C:23](=[O:41])[NH:16][C:9]4[CH:10]=[C:11]([Cl:15])[C:12]([CH3:14])=[CH:13][C:8]=4[N:7]=3)[CH:32]=[CH:31][CH:30]=2)[CH:38]=[C:37]([CH3:39])[N:36]=1. Procedure: The title compound was prepared from (2-amino-4-chloro-5-methyl-phenyl)-carbamic acid tert-butyl ester (Example J22) (128 mg, 0.5 mmol) and 3-[3-(2-amino-6-methyl-pyrimidin-4-yl)-phenyl]-3-oxo-propionic acid tert-butyl ester (Example K45) (180 mg, 0.55 mmol) according to the general procedure M and subsequent treatment of the crude product according to the general procedure N. Obtained as a light yellow solid (108 mg). Starting materials: [Li]CCCC, CCCCCC, C[S+](C)C, [I-], C=Cc1cccc(C2OCCO2)n1, C1CCOC1. Yields the product O=Cc1cccc(C2CC2)n1. As a reaction SMILES: [CH2:1]([Li:2])[CH2:3][CH2:4][CH3:5].[CH3:24][CH2:25][CH2:26][CH2:27][CH2:28][CH3:29].[CH3:7][S+:8]([CH3:9])[CH3:10].[I-:6].[O:11]1[CH:12]([c:16]2[n:17][c:18]([CH:22]=[CH2:23])[cH:19][cH:20][cH:21]2)[O:13][CH2:15][CH2:14]1.[O:30]1[CH2:31][CH2:32][CH2:33][CH2:34]1>>[CH2:1]1[CH:12]([c:16]2[n:17][c:18]([CH:22]=[O:23])[cH:19][cH:20][cH:21]2)[CH2:13]1.